describe an organic reaction: reactants, conditions, products, and yield From a dataset of the Open Reaction Database (ORD), a public repository of structured organic reaction records. Reactants: CCN(CC)C(=O)Oc1ccc(C)cc1 (substrate), Cc1cccc(C)c1[Mg]Br (effective_coupling_partner). The reagents and catalysts are CC(O)c1ccccc1P(c2ccccc2)c3ccccc3. Conditions: temperature 25 celsius, time 60 hour. Yields the product Cc2ccc(c1c(C)cccc1C)cc2. Reactants: FC(S(=O)(=O)OS(=O)(=O)C(F)(F)F)(F)F (trifluoromethanesulfonic acid anhydride), O=C1NC(=CC(=C1)C(=O)OC)C1=CC=CC=C1 (methyl 2-oxo-6-phenyl-1,2-dihydropyridine-4-carboxylate), FC(S(=O)(=O)OS(=O)(=O)C(F)(F)F)(F)F (trifluoromethanesulfonic acid anhydride). Run in N1=CC=CC=C1 (pyridine). Run at time 10 minute. The product is C1(=CC=CC=C1)C1=NC(=CC(=C1)C(=O)OC)OS(=O)(=O)C(F)(F)F (Methyl 2-phenyl-6-{[(trifluoromethyl)sulfonyl]oxy}pyridine-4-carboxylate). Reaction SMILES: [F:1][C:2]([F:15])([F:14])[S:3]([O:6]S(C(F)(F)F)(=O)=O)(=[O:5])=[O:4].O=[C:17]1[CH:22]=[C:21]([C:23]([O:25][CH3:26])=[O:24])[CH:20]=[C:19]([C:27]2[CH:32]=[CH:31][CH:30]=[CH:29][CH:28]=2)[NH:18]1>N1C=CC=CC=1>[C:27]1([C:19]2[CH:20]=[C:21]([C:23]([O:25][CH3:26])=[O:24])[CH:22]=[C:17]([O:6][S:3]([C:2]([F:15])([F:14])[F:1])(=[O:5])=[O:4])[N:18]=2)[CH:28]=[CH:29][CH:30]=[CH:31][CH:32]=1. Procedure details: With cooling with ice, trifluoromethanesulfonic acid anhydride (3.7 mL) was added to a pyridine (80 mL) solution of methyl 2-oxo-6-phenyl-1,2-dihydropyridine-4-carboxylate (2.8 g), and this was stirred for 10 minutes with cooling with ice, and then at room temperature for 2 hours. With further cooling with ice, trifluoromethanesulfonic acid anhydride (1 mL) was added to it, stirred at that temperature for 5 minutes and then overnight at room temperature. The reaction liquid was concentrated unde... Starting materials: COC[C@H]1[C@]([C@H]1C=O)(C1=CC=2C(CCC(C2C=C1)(C)C)(C)C)C ((+)-(1S, 2R, 3R)-3-Methoxymethyl-2-methyl-2-(5,5,8,8-tetramethyl-5,6,7,8-tetrahydro-naphthalen-2-yl)-cyclopropanecarbaldehyde), CC12C(OC(CC1)(C2(C)C)C(=O)OC[C@@H]2[C@@]([C@@H]2COCC)(C2=CC=1C(CCC(C1C=C2)(C)C)(C)C)C)=O ((1S, 2R, 3R)-3-Ethoxymethyl-2-methyl-2-(5,5,8,8-tetramethyl-5,6,7,8-tetrahydro-naphthalen-2-yl)-cyclopropylmethyl 4,7,7-trimethyl-3-oxo-2-oxa-bicyclo[2.2.1]heptane-1-carboxylate). Product: C(C)OC[C@H]1[C@]([C@H]1C=O)(C1=CC=2C(CCC(C2C=C1)(C)C)(C)C)C ((+)-(1S, 2R, 3R)-3-Ethoxymethyl-2-methyl-2-(5,5,8,8-tetramethyl-5,6,7,8-tetrahydro-naphthalen-2-yl)-cyclopropanecarbaldehyde). Isolated yield 97.0%. RXN SMILES: COC[C@@H]1[C@H](C=O)[C@]1(C)C1C=CC2C(C)(C)CCC(C)(C)C=2C=1.CC12C(C)(C)[C:28]([C:34]([O:36][CH2:37][C@H:38]3[C@@H:40]([CH2:41][O:42]CC)[C@@:39]3([CH3:59])[C:45]3[CH:54]=[CH:53][C:52]4[C:51]([CH3:56])([CH3:55])[CH2:50][CH2:49][C:48]([CH3:58])([CH3:57])[C:47]=4[CH:46]=3)=O)(CC1)OC2=O>>[CH2:34]([O:36][CH2:37][C@@H:38]1[C@H:40]([CH:41]=[O:42])[C@:39]1([CH3:59])[C:45]1[CH:54]=[CH:53][C:52]2[C:51]([CH3:56])([CH3:55])[CH2:50][CH2:49][C:48]([CH3:58])([CH3:57])[C:47]=2[CH:46]=1)[CH3:28]. Procedure details: Following a procedure similar to that for the preparation of Intermediate 12a but using Intermediate 8b as the starting material afforded the title compound (36 mg, 97% yield) as a colorless oil: The reactants are 1g, COC(C(=COC)C(C1=CC(=C(C=C1)C)C)=O)=O (2-(3,4-Dimethyl-benzoyl)-3-methoxy-acrylic acid methyl ester), NC=1C=NC=CC1 (3-aminopyridine). Yields the product COC(C(=CNC=1C=NC=CC1)C(C1=CC(=C(C=C1)C)C)=O)=O (2-(3,4-Dimethyl-benzoyl)-3-(pyridin-3-ylamino)-acrylic acid methyl ester). Reaction SMILES: [CH3:1][O:2][C:3](=[O:18])[C:4]([C:8](=[O:17])[C:9]1[CH:14]=[CH:13][C:12]([CH3:15])=[C:11]([CH3:16])[CH:10]=1)=[CH:5]OC.[NH2:19][C:20]1[CH:21]=[N:22][CH:23]=[CH:24][CH:25]=1>>[CH3:1][O:2][C:3](=[O:18])[C:4]([C:8](=[O:17])[C:9]1[CH:14]=[CH:13][C:12]([CH3:15])=[C:11]([CH3:16])[CH:10]=1)=[CH:5][NH:19][C:20]1[CH:21]=[N:22][CH:23]=[CH:24][CH:25]=1. Procedure details: 1g (4.02 mmol) of the crude 2-(3,4-Dimethyl-benzoyl)-3-methoxy-acrylic acid methyl ester and 0.38 g (4.02 mmol) of 3-aminopyridine were heated neat at 100° C. for 2 h. The product crystallized upon cooling the reaction to rt to yield 1.12 g of 2-(3,4-Dimethyl-benzoyl)-3-(pyridin-3-ylamino)-acrylic acid methyl ester as brown crystalline solid. Reactants: BrC1=NC=CC=C1 (2-bromo-pyridine), C(C)(C)(C)OC(N(C(CCC#C)=O)C1=CC(=CC=C1)F)=O ((3-fluoro-phenyl)-pent-4-ynoyl-carbamic acid tert-butyl ester). Yields the product C(C)(C)(C)OC(N(C(CCC#CC1=NC=CC=C1)=O)C1=CC(=CC=C1)F)=O ((3-Fluoro-phenyl)-(5-pyridin-2-yl-pent-4-ynoyl)-carbamic acid tert-butyl ester), C(C)(C)(C)OC(N(C(C#CCCC1=NC=CC=C1)=O)C1=CC(=CC=C1)F)=O ((3-fluoro-phenyl)-(5-pyridin-2-yl-pent-ynoyl)-carbamic acid tert-butyl ester). Isolated yield 120.9%. Reaction SMILES: Br[C:2]1[CH:7]=[CH:6][CH:5]=[CH:4][N:3]=1.[C:8]([O:12][C:13](=[O:28])[N:14]([C:21]1[CH:26]=[CH:25][CH:24]=[C:23]([F:27])[CH:22]=1)[C:15](=[O:20])[CH2:16][CH2:17][C:18]#[CH:19])([CH3:11])([CH3:10])[CH3:9]>>[C:8]([O:12][C:13](=[O:28])[N:14]([C:21]1[CH:26]=[CH:25][CH:24]=[C:23]([F:27])[CH:22]=1)[C:15](=[O:20])[CH2:16][CH2:17][C:18]#[C:19][C:2]1[CH:7]=[CH:6][CH:5]=[CH:4][N:3]=1)([CH3:11])([CH3:9])[CH3:10].[C:8]([O:12][C:13](=[O:28])[N:14]([C:21]1[CH:26]=[CH:25][CH:24]=[C:23]([F:27])[CH:22]=1)[C:15](=[O:20])[C:16]#[C:17][CH2:18][CH2:19][C:2]1[CH:7]=[CH:6][CH:5]=[CH:4][N:3]=1)([CH3:9])([CH3:10])[CH3:11]. Procedure: The title compound was prepared in accordance with the general method of Example 1, from 2-bromo-pyridine (137 mg, 0.86 mmol) and (3-fluoro-phenyl)-pent-4-ynoyl-carbamic acid tert-butyl ester (250 mg, 0.86 mmol). Reaction time: 3 hours. The crude residue was purified by flash chromatography (cyclohexane/AcOEt 4:1) to yield 190 mg (0.52 mmol, 60%) of (3-fluoro-phenyl)-(5-pyridin-2-yl-pent-ynoyl)-carbamic acid tert-butyl ester as a white solid. Reactants: C(C)(C)(C)OC(N(C)[C@@H](C)C(N[C@H](C(=O)N1[C@@H](C[C@@H](C1)N)C(NCC1=CC=CC=C1)=O)C1CCCCC1)=O)=O ({(S)-1-[(S)-2-((2S,4S)-4-amino-2-benzylcarbamoyl-pyrrolidin-1-yl)-1-cyclohexyl-2-oxo-ethylcarbamoyl]-ethyl}-methyl-carbamic acid tert-butyl ester), C1=CC=CC=2C3=CC=CC=C3C(C12)COC(N[C@@H]1CN([C@@H](C1)C(N[C@@H]1CCCC2=CC=CC=C12)=O)C([C@H](C1CCCCC1)NC([C@H](C)N(C)C(=O)OC(C)(C)C)=O)=O)=O ({(3S,5S)-1-{(S)-2-[(S)-2-(tert-Butoxycarbonyl-methyl-amino)-propionylamino]-2-cyclohexyl-acetyl}-5-[(R)-(1,2,3,4-tetrahydro-naphthalen-1-yl)carbamoyl]-pyrrolidin-3-yl}-carbamic acid 9H-fluoren-9-ylmethyl ester), C(C)(C)(C)OC(N(C)[C@@H](C)C(N[C@H](C(=O)N1[C@@H](C[C@@H](C1)N)C(NCC1=CC=CC=C1)=O)C1CCCCC1)=O)=O ({(S)-1-[(S)-2-((2S,4S)-4-amino-2-benzylcarbamoyl-pyrrolidin-1-yl)-1-cyclohexyl-2-oxo-ethylcarbamoyl]-ethyl}-methyl-carbamic acid tert-butyl ester), C1=CC=CC=2C3=CC=CC=C3C(C12)COC(N[C@@H]1CN([C@@H](C1)C(N[C@@H]1CCCC2=CC=CC=C12)=O)C([C@H](C1CCCCC1)NC([C@H](C)N(C)C(=O)OC(C)(C)C)=O)=O)=O ({(3S,5S)-1-{(S)-2-[(S)-2-(tert-Butoxycarbonyl-methyl-amino)-propionylamino]-2-cyclohexyl-acetyl}-5-[(R)-(1,2,3,4-tetrahydro-naphthalen-1-yl)carbamoyl]-pyrrolidin-3-yl}-carbamic acid 9H-fluoren-9-ylmethyl ester). The product is C(C)(C)(C)OC(N(C)[C@@H](C)C(N[C@H](C(=O)N1[C@@H](C[C@@H](C1)N)C(N[C@@H]1CCCC2=CC=CC=C12)=O)C1CCCCC1)=O)=O ([(S)-1-((S)-2-{(2S,4S)-4-Amino-2-[(R)-(1,2,3,4-tetrahydro-naphthalen-1-yl)carbamoyl]-pyrrolidin-1-yl}-1-cyclohexyl-2-oxo-ethylcarbamoyl)-ethyl]-methyl-carbamic acid tert-butyl ester). Yield: 99.5%. As a reaction SMILES: C(OC(=O)N([C@H](C(=O)N[C@@H](C1CCCCC1)C(N1C[C@@H](N)C[C@H]1C(=O)NCC1C=CC=CC=1)=O)C)C)(C)(C)C.C1C2C(COC(=O)[NH:56][C@H:57]3[CH2:61][C@@H:60]([C:62](=[O:74])[NH:63][C@H:64]4[C:73]5[C:68](=[CH:69][CH:70]=[CH:71][CH:72]=5)[CH2:67][CH2:66][CH2:65]4)[N:59]([C:75](=[O:97])[C@@H:76]([NH:83][C:84](=[O:96])[C@@H:85]([N:87]([C:89]([O:91][C:92]([CH3:95])([CH3:94])[CH3:93])=[O:90])[CH3:88])[CH3:86])[CH:77]4[CH2:82][CH2:81][CH2:80][CH2:79][CH2:78]4)[CH2:58]3)C3C(=CC=CC=3)C=2C=CC=1>>[C:92]([O:91][C:89](=[O:90])[N:87]([C@H:85]([C:84](=[O:96])[NH:83][C@@H:76]([CH:77]1[CH2:78][CH2:79][CH2:80][CH2:81][CH2:82]1)[C:75]([N:59]1[CH2:58][C@@H:57]([NH2:56])[CH2:61][C@H:60]1[C:62](=[O:74])[NH:63][C@H:64]1[C:73]2[C:68](=[CH:69][CH:70]=[CH:71][CH:72]=2)[CH2:67][CH2:66][CH2:65]1)=[O:97])[CH3:86])[CH3:88])([CH3:93])([CH3:94])[CH3:95]. Procedure: In a similar manner to that described for {(S)-1-[(S)-2-((2S,4S)-4-amino-2-benzylcarbamoyl-pyrrolidin-1-yl)-1-cyclohexyl-2-oxo-ethylcarbamoyl]-ethyl}-methyl-carbamic acid tert-butyl ester (Intermediate 28, Step 2), {(3S,5S)-1-{(S)-2-[(S)-2-(tert-butoxycarbonyl-methyl-amino)-propionylamino]-2-cyclohexyl-acetyl}-5-[(R)-(1,2,3,4-tetrahydro-naphthalen-1-yl)carbamoyl]-pyrrolidin-3-yl}-carbamic acid 9H-fluoren-9-ylmethyl ester (Intermediate 25) (500 mg, 0.62 mmol) was converted to the title compound (... Reactants: O=C([O-])[O-], CC(C)=O, CN(C)C=O, CC1CCCC(C)N1CC(O)CCl, [K+], [K+], Oc1ccccc1Cc1cccs1. The product is Cl, CC1CCCC(C)N1CC(O)COc1ccccc1Cc1cccs1. As a reaction SMILES: [C:27](=[O:28])([O-:29])[O-:30].[CH3:33][C:34](=[O:35])[CH3:36].[CH3:37][N:38]([CH3:39])[CH:40]=[O:41].[Cl:14][CH2:15][CH:16]([CH2:17][N:18]1[CH:19]([CH3:25])[CH2:20][CH2:21][CH2:22][CH:23]1[CH3:24])[OH:26].[K+:31].[K+:32].[s:1]1[c:2]([CH2:6][c:7]2[c:8]([OH:13])[cH:9][cH:10][cH:11][cH:12]2)[cH:3][cH:4][cH:5]1>>[ClH:14].[s:1]1[c:2]([CH2:6][c:7]2[c:8]([O:13][CH2:15][CH:16]([CH2:17][N:18]3[CH:19]([CH3:25])[CH2:20][CH2:21][CH2:22][CH:23]3[CH3:24])[OH:26])[cH:9][cH:10][cH:11][cH:12]2)[cH:3][cH:4][cH:5]1. The reactants are NC1=NC2=CC=C(C=C2C(=N1)OCC(F)(F)F)Br (2-amino-6-bromo-4-(2,2,2-trifluoro-ethoxy)-quinazoline), C(C)(=O)NC1=CC=C(C=C1)B(O)O (4-acetamido-phenylboronic acid), FC1=CC=C(C=C1)C=1C=C2C(=NC=NC2=CC1)O (6-(4-fluorophenyl)-4-hydroxy-quinazoline). Product: NC1=NC2=CC=C(C=C2C(=N1)OCC(F)(F)F)C1=CC=C(C=C1)NC(C)=O (2-amino-6-(4-acetamidophenyl)-4-(2,2,2-trifluoroethoxy)-quinazoline). Yield: 82.0%. RXN SMILES: [NH2:1][C:2]1[N:11]=[C:10]([O:12][CH2:13][C:14]([F:17])([F:16])[F:15])[C:9]2[C:4](=[CH:5][CH:6]=[C:7](Br)[CH:8]=2)[N:3]=1.[C:19]([NH:22][C:23]1[CH:28]=[CH:27][C:26](B(O)O)=[CH:25][CH:24]=1)(=[O:21])[CH3:20].FC1C=CC(C2C=C3C(=CC=2)N=CN=C3O)=CC=1>>[NH2:1][C:2]1[N:11]=[C:10]([O:12][CH2:13][C:14]([F:17])([F:16])[F:15])[C:9]2[C:4](=[CH:5][CH:6]=[C:7]([C:26]3[CH:27]=[CH:28][C:23]([NH:22][C:19](=[O:21])[CH3:20])=[CH:24][CH:25]=3)[CH:8]=2)[N:3]=1. Reported procedure: This compound, synthesized from 2-amino-6-bromo-4-(2,2,2-trifluoro-ethoxy)-quinazoline and 4-acetamido-phenylboronic acid in 82% yield using the procedure described for the synthesis of 6-(4-fluorophenyl)-4-hydroxy-quinazoline, was characterized by its mass spectrum as follows: MS (m/z): 377 ([M+H]+, 100)